Dataset: the Open Reaction Database (ORD), a public repository of structured organic reaction records. Task: describe an organic reaction: reactants, conditions, products, and yield Reactants: CSC=1SC2=C(N1)C=CC(=C2)[N+](=O)[O-] (2-(methylthio)-6-nitro-1,3-benzothiazole), FC(C1=NC(=NC=C1)CC#N)(F)F (2-(4-trifluoromethylpyrimidin-2-yl)acetonitrile), C([O-])([O-])=O.[K+].[K+] (potassium carbonate), CC(OCC)=O (EA). Solvent: C(C)O (ethanol). Reaction conditions: temperature 160 celsius. Yields the product [N+](=O)([O-])C1=CC2=C(NC(S2)=C(C#N)C2=NC=CC(=N2)C(F)(F)F)C=C1 (2-(6-nitrobenzothiazol-2(3H)-ylidene)-2-(4-trifluoromethylpyrimidin-2-yl)acetonitrile). Yield: 95.5%. RXN SMILES: CS[C:3]1[S:4][C:5]2[CH:11]=[C:10]([N+:12]([O-:14])=[O:13])[CH:9]=[CH:8][C:6]=2[N:7]=1.[F:15][C:16]([F:27])([F:26])[C:17]1[CH:22]=[CH:21][N:20]=[C:19]([CH2:23][C:24]#[N:25])[N:18]=1.C(=O)([O-])[O-].[K+].[K+].CC(=O)OCC>C(O)C>[N+:12]([C:10]1[CH:9]=[CH:8][C:6]2[NH:7][C:3](=[C:23]([C:19]3[N:18]=[C:17]([C:16]([F:27])([F:15])[F:26])[CH:22]=[CH:21][N:20]=3)[C:24]#[N:25])[S:4][C:5]=2[CH:11]=1)([O-:14])=[O:13] |f:2.3.4|. Procedure details: To a solution of 2-(methylthio)-6-nitro-1,3-benzothiazole (226 mg, 1.0 mmol) in ethanol (3.5 mL) was added 2-(4-trifluoromethylpyrimidin-2-yl)acetonitrile (187 mg, 1.0 mmol) and potassium carbonate (207 mg, 1.5 mmol). The orange mixture was heated in the microwave at 160° C. for 15 min, then cooled and poured into EA (60 mL). The organic layer was washed twice with 1N hydrochloric acid (25 mL each), brine (25 mL), and water (5 mL), then dried with magnesium sulfate, filtered, and concentrated un... Starting materials: O (water), C(=O)C=1C=C(C(=O)OC)C=CC1 (methyl 3-formylbenzoate), C([O-])([O-])=O.[K+].[K+] (potassium carbonate), C(#N)CP(OCC)(OCC)=O (diethyl (cyanomethyl)phosphonate), O (water). Solvent: O1CCCC1 (tetrahydrofuran). Run at temperature 70 celsius, time 1 hour. Product: C(#N)/C=C/C=1C=C(C(=O)OC)C=CC1 (methyl 3-[(1E)-2-cyanoethenyl]benzoate). The yield is 64.0%. Reaction SMILES: [CH:1]([C:3]1[CH:4]=[C:5]([CH:10]=[CH:11][CH:12]=1)[C:6]([O:8][CH3:9])=[O:7])=O.C(=O)([O-])[O-].[K+].[K+].[C:19]([CH2:21]P(=O)(OCC)OCC)#[N:20].O>O1CCCC1>[C:19](/[CH:21]=[CH:1]/[C:3]1[CH:4]=[C:5]([CH:10]=[CH:11][CH:12]=1)[C:6]([O:8][CH3:9])=[O:7])#[N:20] |f:1.2.3|. Procedure: To a solution of methyl 3-formylbenzoate (1.00 g, 6.09 mmol) in tetrahydrofuran (10 mL) were added potassium carbonate (1.02 g, 7.31 mmol), diethyl (cyanomethyl)phosphonate (1.29 g, 7.31 mmol) and water (0.2 mL), and the mixture was stirred at 70° C. for 1 hr. To the reaction mixture was added water (30 mL), and the mixture was extracted with ethyl acetate (30 mL, 10 mL). The combined organic layer was washed with saturated brine (5 mL), and dried over anhydrous sodium sulfate. The insoluble mat... Reactants: O=C(O)Cc1ccc2c(c1)OCO2, NCc1ccc(F)cc1. The reagents and catalysts are CC(C)COC1C=CC2=CC=CC=C2N1C(=O)OCC(C)C (IIDQ), CCN(C(C)C)C(C)C (DIPEA). Run in CN(C)C=O (DMF), CN(C)C=O (DMF), CN(C)C=O (DMF), CN(C)C=O (DMF), CN(C)C=O (DMF), CN(C)C=O (DMF). Conditions: temperature 25 celsius, time 2 hour. The product is O=C(Cc1ccc2c(c1)OCO2)NCc1ccc(F)cc1. The yield is 0.9%. RXN SMILES: NCc1ccc(F)cc1.O=C(O)Cc1ccc2c(c1)OCO2.CC(C)COC1C=CC2=CC=CC=C2N1C(=O)OCC(C)C.CCN(C(C)C)C(C)C.CN(C)C=O>>O=C(Cc1ccc2c(c1)OCO2)NCc1ccc(F)cc1. Reactants: CC(C)C=1C=CC2=NC3=CC=C(C=C3C(N2C1)=O)C(=O)O (8-(1-methylethyl)-11-oxo-11H-pyrido[2,1-b]quinazoline-2-carboxylic acid), Br.N1=CC(=CC=C1)CCCBr (3-(3-pyridyl)propyl bromide hydrobromide), C([O-])([O-])=O.[K+].[K+] (potassium carbonate). Solvent: CN(C=O)C (dimethylformamide), ClCCl (dichloromethane). Conditions: temperature 70 celsius, time 3 hour. Product: N1=CC(=CC=C1)CCCOC(=O)C=1C=C2C(N3C(=NC2=CC1)C=CC(=C3)C(C)C)=O (8-(1-methylethyl)-11-oxo-11H-pyrido[2,1-b]quinazoline-2-carboxylic acid 3-(3-pyridyl)propyl ester). The yield is 46.9%. Reaction SMILES: [CH3:1][CH:2]([C:4]1[CH:5]=[CH:6][C:7]2[N:16]([CH:17]=1)[C:15](=[O:18])[C:14]1[C:9](=[CH:10][CH:11]=[C:12]([C:19]([OH:21])=[O:20])[CH:13]=1)[N:8]=2)[CH3:3].Br.[N:23]1[CH:28]=[CH:27][CH:26]=[C:25]([CH2:29][CH2:30][CH2:31]Br)[CH:24]=1.C(=O)([O-])[O-].[K+].[K+]>CN(C)C=O.ClCCl>[N:23]1[CH:28]=[CH:27][CH:26]=[C:25]([CH2:29][CH2:30][CH2:31][O:20][C:19]([C:12]2[CH:13]=[C:14]3[C:9](=[CH:10][CH:11]=2)[N:8]=[C:7]2[CH:6]=[CH:5][C:4]([CH:2]([CH3:1])[CH3:3])=[CH:17][N:16]2[C:15]3=[O:18])=[O:21])[CH:24]=1 |f:1.2,3.4.5|. Reported procedure: A suspension of 0.60 g of 8-(1-methylethyl)-11-oxo-11H-pyrido[2,1-b]quinazoline-2-carboxylic acid, 0.63 g of 3-(3-pyridyl)propyl bromide hydrobromide and 0.62 g of potassium carbonate in 50 ml of dimethylformamide was stirred at a bath temperature of 70° C. for three hours. The mixture was diluted with dichloromethane and washed successively with water, 10% sodium hydroxide, and water and was dried over K2CO3. The residue obtained after evaporation afforded 0.40 g of 8-(1-methylethyl)-11-oxo-11H... Reactants: COC(=O)c1ccc(-c2ccc(NC(=O)NCCCl)cc2C)cc1, O. Product: COC(=O)c1ccc(-c2ccc(N3CCNC3=O)cc2C)cc1. RXN SMILES: [Cl:1][CH2:2][CH2:3][NH:4][C:5](=[O:6])[NH:7][c:8]1[cH:9][c:10]([CH3:24])[c:11](-[c:14]2[cH:15][cH:16][c:17]([C:20](=[O:21])[O:22][CH3:23])[cH:18][cH:19]2)[cH:12][cH:13]1.[OH2:25]>>[CH2:2]1[CH2:3][NH:4][C:5](=[O:6])[N:7]1[c:8]1[cH:9][c:10]([CH3:24])[c:11](-[c:14]2[cH:15][cH:16][c:17]([C:20](=[O:21])[O:22][CH3:23])[cH:18][cH:19]2)[cH:12][cH:13]1. The reactants are S(O)(O)(=O)=O (sulfuric acid), O (water), ClC1=CC=C(C=C1)CC(C(C)C)O (1-(4-chlorophenyl)-3-methylbutan-2-ol), S(O)(O)(=O)=O (sulfuric acid). Reaction conditions: time 2 hour. The product is ClC1=CC=C2CCC(C2=C1)(C)C (6-chloro-1,1-dimethylindane). Isolated yield 62.5%. RXN SMILES: S(=O)(=O)(O)O.O.[Cl:7][C:8]1[CH:13]=[CH:12][C:11]([CH2:14][CH:15](O)[CH:16]([CH3:18])[CH3:17])=[CH:10][CH:9]=1>>[Cl:7][C:8]1[CH:13]=[C:12]2[C:11]([CH2:14][CH2:15][C:16]2([CH3:18])[CH3:17])=[CH:10][CH:9]=1. Procedure: To a solution of concentrated sulfuric acid (3.00 mL, 0.056 mol) in water (0.28 mL, 0.0156 mol) was added 1-(4-chlorophenyl)-3-methylbutan-2-ol (1.00 g, 0.00503 mol) over 30 minutes. Additional sulfuric acid was added to dissolve the solid. The mixture was stirred for 2 hours. The mixture was poured onto ice then extracted with ether. The organic phase was washed (water), dried (MgSO4), filtered, and concentrated. The residue was filtered through a plug of silica with CH2Cl2 to afford the title ... Reported procedure: A mixture of 3-(diphenylhydroxymethyl)piperidine (267 mg, 1.0 mmol), 2-vinylpyridine (0.32 g, 3.0 mol) and Triton B (3 drops) in 1-butanol (10 ml) was heated under reflux for 18 hours, diluted with water and ethyl acetate and the layers separated. The organic layer was washed with water, dried over magnesium sulphate and evaporated. The residue was twice taken up in toluene and evaporated and it was then purified by chromatography on SiO2 using dichloromethane plus 0-5% methanol as eluant. Appro... As a reaction SMILES: [C:1]1([C:7]([C:15]2[CH:20]=[CH:19][CH:18]=[CH:17][CH:16]=2)([OH:14])[CH:8]2[CH2:13][CH2:12][CH2:11][NH:10][CH2:9]2)[CH:6]=[CH:5][CH:4]=[CH:3][CH:2]=1.[CH:21]([C:23]1[CH:28]=[CH:27][CH:26]=[CH:25][N:24]=1)=[CH2:22]>C(O)CCC.O.C(OCC)(=O)C>[C:1]1([C:7]([C:15]2[CH:20]=[CH:19][CH:18]=[CH:17][CH:16]=2)([OH:14])[CH:8]2[CH2:13][CH2:12][CH2:11][N:10]([CH2:22][CH2:21][C:23]3[CH:28]=[CH:27][CH:26]=[CH:25][N:24]=3)[CH2:9]2)[CH:2]=[CH:3][CH:4]=[CH:5][CH:6]=1. Product: C1(=CC=CC=C1)C(C1CN(CCC1)CCC1=NC=CC=C1)(O)C1=CC=CC=C1 (3-(Diphenylhydroxymethyl)-1-[2-(2-pyridyl)ethyl]piperidine). The solvent is C(CCC)O (1-butanol), O (water), C(C)(=O)OCC (ethyl acetate). The reactants are C1(=CC=CC=C1)C(C1CNCCC1)(O)C1=CC=CC=C1 (3-(diphenylhydroxymethyl)piperidine), C(=C)C1=NC=CC=C1 (2-vinylpyridine). Isolated yield 21.5%. Procedure: Beginning with 0.015 gm (0.061 mMol) 5-amino-3-(1-ethylpiperidin-4-yl)pyrrolo[3,2-b]pyridine and 0.009 mL (0.080 mMol) 2-thiophenecarbonyl chloride, the title compound was prepared essentially by the procedure described in Example 7. RXN SMILES: [NH2:1][C:2]1[N:7]=[C:6]2[C:8]([CH:11]3[CH2:16][CH2:15][N:14]([CH2:17][CH3:18])[CH2:13][CH2:12]3)=[CH:9][NH:10][C:5]2=[CH:4][CH:3]=1.[S:19]1[CH:23]=[CH:22][CH:21]=[C:20]1[C:24](Cl)=[O:25]>>[S:19]1[CH:23]=[CH:22][CH:21]=[C:20]1[C:24]([NH:1][C:2]1[N:7]=[C:6]2[C:8]([CH:11]3[CH2:16][CH2:15][N:14]([CH2:17][CH3:18])[CH2:13][CH2:12]3)=[CH:9][NH:10][C:5]2=[CH:4][CH:3]=1)=[O:25]. Reactants: NC1=CC=C2C(=N1)C(=CN2)C2CCN(CC2)CC (5-amino-3-(1-ethylpiperidin-4-yl)pyrrolo[3,2-b]pyridine), S1C(=CC=C1)C(=O)Cl (2-thiophenecarbonyl chloride). Product: S1C(=CC=C1)C(=O)NC1=CC=C2C(=N1)C(=CN2)C2CCN(CC2)CC (5-(N-[2-thiophenecarbonyl]amino)-3-(1-ethylpiperidin-4-yl)pyrrolo[3,2-b]pyridine). Reactants: CS(=O)(=O)N1CCC(N)CC1, CC(C)(C)c1nc(-c2cccc(NS(=O)(=O)c3c(F)cccc3F)c2F)c(-c2ccnc(Cl)n2)s1, OCC(F)(F)F. Product: CC(C)(C)c1nc(-c2cccc(NS(=O)(=O)c3c(F)cccc3F)c2F)c(-c2ccnc(NC3CCN(S(C)(=O)=O)CC3)n2)s1. Reaction SMILES: [CH3:36][S:37](=[O:38])(=[O:39])[N:40]1[CH2:41][CH2:42][CH:43]([NH2:46])[CH2:44][CH2:45]1.[Cl:1][c:2]1[n:3][cH:4][cH:5][c:6](-[c:8]2[c:9](-[c:17]3[c:18]([F:35])[c:19]([NH:23][S:24](=[O:25])(=[O:26])[c:27]4[c:28]([F:34])[cH:29][cH:30][cH:31][c:32]4[F:33])[cH:20][cH:21][cH:22]3)[n:10][c:11]([C:13]([CH3:14])([CH3:15])[CH3:16])[s:12]2)[n:7]1.[OH:47][CH2:48][C:49]([F:50])([F:51])[F:52]>>[c:2]1([NH:46][CH:43]2[CH2:42][CH2:41][N:40]([S:37]([CH3:36])(=[O:38])=[O:39])[CH2:45][CH2:44]2)[n:3][cH:4][cH:5][c:6](-[c:8]2[c:9](-[c:17]3[c:18]([F:35])[c:19]([NH:23][S:24](=[O:25])(=[O:26])[c:27]4[c:28]([F:34])[cH:29][cH:30][cH:31][c:32]4[F:33])[cH:20][cH:21][cH:22]3)[n:10][c:11]([C:13]([CH3:14])([CH3:15])[CH3:16])[s:12]2)[n:7]1. The reactants are CCCCP(CCCC)CCCC, O=C(N=NC(=O)N1CCCCC1)N1CCCCC1, O=C1SC(Cc2ccc(O)cc2)C(=O)N1C(c1ccccc1)(c1ccccc1)c1ccccc1, OCCc1cn2ccccc2n1, c1ccccc1. Product: O=C1SC(Cc2ccc(OCCc3cn4ccccc4n3)cc2)C(=O)N1C(c1ccccc1)(c1ccccc1)c1ccccc1. RXN SMILES: [CH2:47]([P:48]([CH2:49][CH2:50][CH2:51][CH3:52])[CH2:53][CH2:54][CH2:55][CH3:56])[CH2:57][CH2:58][CH3:59].[N:60]([C:61]([N:62]1[CH2:63][CH2:64][CH2:65][CH2:66][CH2:67]1)=[O:68])=[N:69][C:70]([N:71]1[CH2:72][CH2:73][CH2:74][CH2:75][CH2:76]1)=[O:77].[OH:13][c:14]1[cH:15][cH:16][c:17]([CH2:18][CH:19]2[C:20](=[O:44])[N:21]([C:25]([c:26]3[cH:27][cH:28][cH:29][cH:30][cH:31]3)([c:32]3[cH:33][cH:34][cH:35][cH:36][cH:37]3)[c:38]3[cH:39][cH:40][cH:41][cH:42][cH:43]3)[C:22](=[O:24])[S:23]2)[cH:45][cH:46]1.[OH:1][CH2:2][CH2:3][c:4]1[n:5][c:6]2[n:7]([cH:8][cH:9][cH:10][cH:11]2)[cH:12]1.[cH:78]1[cH:79][cH:80][cH:81][cH:82][cH:83]1>>[O:1]([CH2:2][CH2:3][c:4]1[n:5][c:6]2[n:7]([cH:8][cH:9][cH:10][cH:11]2)[cH:12]1)[c:14]1[cH:15][cH:16][c:17]([CH2:18][CH:19]2[C:20](=[O:44])[N:21]([C:25]([c:26]3[cH:27][cH:28][cH:29][cH:30][cH:31]3)([c:32]3[cH:33][cH:34][cH:35][cH:36][cH:37]3)[c:38]3[cH:39][cH:40][cH:41][cH:42][cH:43]3)[C:22](=[O:24])[S:23]2)[cH:45][cH:46]1.